Dataset: the Open Reaction Database (ORD), a public repository of structured organic reaction records. Task: describe an organic reaction: reactants, conditions, products, and yield The reactants are [Cl-].[NH4+] (ammonium chloride), [In] (indium), [N+](=O)([O-])C=1C=CC(=C(C#N)C1)N1N=CN=C1 (5-Nitro-2-[1,2,4]triazol-1-yl-benzonitrile). Run in C(C)O (ethanol). Yields the product NC=1C=CC(=C(C#N)C1)N1N=CN=C1 (5-amino-2-[1,2,4]triazol-1-yl-benzonitrile). Isolated yield 89.7%. As a reaction SMILES: [N+:1]([C:4]1[CH:5]=[CH:6][C:7]([N:12]2[CH:16]=[N:15][CH:14]=[N:13]2)=[C:8]([CH:11]=1)[C:9]#[N:10])([O-])=O.[Cl-].[NH4+].[In]>C(O)C>[NH2:1][C:4]1[CH:5]=[CH:6][C:7]([N:12]2[CH:16]=[N:15][CH:14]=[N:13]2)=[C:8]([CH:11]=1)[C:9]#[N:10] |f:1.2|. Procedure: 5-Nitro-2-[1,2,4]triazol-1-yl-benzonitrile (1.14 g, 5.3 mmol) was dissolved in ethanol (23 mL) and satd. aq. ammonium chloride (5.3 mL) before adding indium powder (3.25 g, 28.2 mmol). The mixture was then refluxed for 3 h, cooled to RT, and the solids filtered (MeOH washed). The filtrate was diluted with water, basified with 1N NaOH (aq), and extracted with EtOAc. The organic layer was dried (Na2SO4), filtered, and concentrated under vacuum to yield the title compound (0.88 g). MS (ESI+) for m/...